Dataset: the Open Reaction Database (ORD), a public repository of structured organic reaction records. Task: describe an organic reaction: reactants, conditions, products, and yield The reactants are FC(C(=O)O)(F)F (trifluoroacetic acid), Cl.CN(CCCN=C=NCC)C (1-(3-dimethylaminopropyl)-3-ethylcarbodiimide hydrochloride), NC1=C(C=C(C=C1)C(=O)C1=C(C(=O)OC)C=CC=C1)N(C)C(=O)OC(C)(C)C (Methyl 2-({4-amino-3-[{[(1,1-dimethylethyl)oxy]carbonyl}(methyl)amino]phenyl}carbonyl)benzoate), C([O-])(O)=O.[Na+] (sodium bicarbonate). Solvent: ClCCl (dichloromethane), CN(C=O)C (N,N-dimethylformamide). Run at temperature 65 celsius, time 1 hour. Yields the product CN1C(=NC2=C1C=C(C=C2)C(=O)C2=C(C(=O)OC)C=CC=C2)NC(=O)OC (methyl 2-[(1-methyl-2-{[(methyloxy)carbonyl]amino}-1H-benzimidazol-6-yl)carbonyl]benzoate). Yield: 31.0%. RXN SMILES: [NH2:1][C:2]1[CH:7]=[CH:6][C:5]([C:8]([C:10]2[CH:19]=[CH:18][CH:17]=[CH:16][C:11]=2[C:12]([O:14][CH3:15])=[O:13])=[O:9])=[CH:4][C:3]=1N(C(OC(C)(C)C)=O)C.FC(F)(F)[C:31]([OH:33])=[O:32].[C:36](=O)(O)[O-].[Na+].Cl.CN(C)CC[CH2:46][N:47]=[C:48]=[N:49]CC>ClCCl.CN(C)C=O>[CH3:46][N:47]1[C:3]2[CH:4]=[C:5]([C:8]([C:10]3[CH:19]=[CH:18][CH:17]=[CH:16][C:11]=3[C:12]([O:14][CH3:15])=[O:13])=[O:9])[CH:6]=[CH:7][C:2]=2[N:1]=[C:48]1[NH:49][C:31]([O:33][CH3:36])=[O:32] |f:2.3,4.5|. Procedure details: Methyl 2-({4-amino-3-[{[(1,1-dimethylethyl)oxy]carbonyl}(methyl)amino]phenyl}carbonyl)benzoate (0.167 g, 0.435 mmol) was dissolved in dichloromethane (1 mL) and treated with trifluoroacetic acid (0.7 mL) for 1.5 h. The mixture was brought to pH˜8 by addition of saturated sodium bicarbonate solution. The aqueous portion was partitioned with ethyl acetate. The organic portion was washed with brine, dried over sodium sulfate, filtered and concentrated in vacuo to afford an orange foam which was dis... Reactants: CO, CCCC(CO)Nc1nc(N)nc(C)c1Cc1ccc(CC(=O)O)cc1O. Product: CCCC(CO)Nc1nc(N)nc(C)c1Cc1ccc(CC(=O)OC)cc1O. RXN SMILES: [CH3:28][OH:29].[NH2:1][c:2]1[n:3][c:4]([CH3:27])[c:5]([CH2:15][c:16]2[c:17]([OH:26])[cH:18][c:19]([CH2:22][C:23](=[O:24])[OH:25])[cH:20][cH:21]2)[c:6]([NH:8][CH:9]([CH2:10][OH:11])[CH2:12][CH2:13][CH3:14])[n:7]1>>[NH2:1][c:2]1[n:3][c:4]([CH3:27])[c:5]([CH2:15][c:16]2[c:17]([OH:26])[cH:18][c:19]([CH2:22][C:23](=[O:24])[O:25][CH3:28])[cH:20][cH:21]2)[c:6]([NH:8][CH:9]([CH2:10][OH:11])[CH2:12][CH2:13][CH3:14])[n:7]1. Starting materials: CC(C)(C)CCCS(=O)(=O)[O-], CN(C)C=O, [H-], [Na+], O=C1CC(=O)N(c2ccccc2)c2ccccc2N1. Yields the product CC(C)(C)CCN1C(=O)CC(=O)N(c2ccccc2)c2ccccc21. RXN SMILES: [CH3:22][C:23]([CH2:24][CH2:25][CH2:26][S:27]([O-:28])(=[O:29])=[O:30])([CH3:31])[CH3:32].[CH3:33][N:34]([CH3:35])[CH:36]=[O:37].[H-:1].[Na+:2].[O:3]=[C:4]1[CH2:5][C:6](=[O:21])[N:7]([c:15]2[cH:16][cH:17][cH:18][cH:19][cH:20]2)[c:8]2[c:9]([cH:11][cH:12][cH:13][cH:14]2)[NH:10]1>>[O:3]=[C:4]1[CH2:5][C:6](=[O:21])[N:7]([c:15]2[cH:16][cH:17][cH:18][cH:19][cH:20]2)[c:8]2[c:9]([cH:11][cH:12][cH:13][cH:14]2)[N:10]1[CH2:25][CH2:24][C:23]([CH3:22])([CH3:31])[CH3:32]. The reactants are CN(CCOc1ccc(C=O)cc1)C(=O)c1ccccc1, C1CCNCC1, Cc1ccccc1, O=C(O)c1ccccc1, O=C1CSC(=O)N1. Product: CN(CCOc1ccc(C=C2SC(=O)NC2=O)cc1)C(=O)c1ccccc1. As a reaction SMILES: [C:1]([c:2]1[cH:3][cH:4][cH:5][cH:6][cH:7]1)(=[O:8])[N:9]([CH3:10])[CH2:11][CH2:12][O:13][c:14]1[cH:15][cH:16][c:17]([CH:18]=[O:19])[cH:20][cH:21]1.[CH2:38]1[CH2:39][CH2:40][NH:41][CH2:42][CH2:43]1.[CH3:44][c:45]1[cH:46][cH:47][cH:48][cH:49][cH:50]1.[OH:29][C:30]([c:31]1[cH:32][cH:33][cH:34][cH:35][cH:36]1)=[O:37].[S:22]1[C:23](=[O:28])[NH:24][C:25](=[O:27])[CH2:26]1>>[C:1]([c:2]1[cH:3][cH:4][cH:5][cH:6][cH:7]1)(=[O:8])[N:9]([CH3:10])[CH2:11][CH2:12][O:13][c:14]1[cH:15][cH:16][c:17]([CH:18]=[C:26]2[S:22][C:23](=[O:28])[NH:24][C:25]2=[O:27])[cH:20][cH:21]1. The reactants are ClC(C(=O)C1=CC=C2CN(C3=C(CN21)C=CC=C3)C(=O)C3=C(C=C(C=C3)C3=C(C=CC=C3)C)OC)(Cl)Cl (2,2,2-trichloro-1-{10-[(3-methoxy-2′-methyl[1,1′-biphenyl]-4-yl)carbonyl]-10,11-dihydro-5H-pyrrolo[2,1-c][1,4]benzodiazepin-3-yl}ethanone), [OH-].[Na+] (sodium hydroxide), Cl (hydrochloric acid), C(C)OCC.CCCCCC (diethyl ether hexane). Run in CC(=O)C (acetone). Reaction conditions: time 8 hour. Yields the product COC=1C=C(C=CC1C(=O)N1CC=2N(CC3=C1C=CC=C3)C(=CC2)C(=O)O)C2=C(C=CC=C2)C (10-[(3-Methoxy-2′-methyl-[1,1′-biphenyl]-4-yl)carbonyl]-10,11-dihydro-5H-pyrrolo[2, 1-c][1,4]benzodiazepine-3-carboxylic acid). RXN SMILES: ClC(Cl)(Cl)[C:3]([C:5]1[N:14]2[C:8]([CH2:9][N:10]([C:19]([C:21]3[CH:26]=[CH:25][C:24]([C:27]4[CH:32]=[CH:31][CH:30]=[CH:29][C:28]=4[CH3:33])=[CH:23][C:22]=3[O:34][CH3:35])=[O:20])[C:11]3[CH:18]=[CH:17][CH:16]=[CH:15][C:12]=3[CH2:13]2)=[CH:7][CH:6]=1)=[O:4].[OH-].[Na+].Cl.C([O:43]CC)C.CCCCCC>CC(C)=O>[CH3:35][O:34][C:22]1[CH:23]=[C:24]([C:27]2[CH:32]=[CH:31][CH:30]=[CH:29][C:28]=2[CH3:33])[CH:25]=[CH:26][C:21]=1[C:19]([N:10]1[C:11]2[CH:18]=[CH:17][CH:16]=[CH:15][C:12]=2[CH2:13][N:14]2[C:5]([C:3]([OH:4])=[O:43])=[CH:6][CH:7]=[C:8]2[CH2:9]1)=[O:20] |f:1.2,4.5|. Procedure: To a solution of 2,2,2-trichloro-1-{10-[(3-methoxy-2′-methyl[1,1′-biphenyl]-4-yl)carbonyl]-10,11-dihydro-5H-pyrrolo[2,1-c][1,4]benzodiazepin-3-yl}ethanone of Step E (1.6 g, 2.9 mmol) in acetone (20 mL) was added 2.5 N sodium hydroxide (2.3 mL, 5.8 mmol). After stirring overnight, the reaction was acidified with 2 N hydrochloric acid (3.2 mL, 6.4 mmol) then concentrated in vacuo. The residue was partitioned between ethyl acetate and water. The layers were separated, and the organic layer was drie... Reactants: CN, Cc1ccccc1, O=Cc1ccc(Cl)nc1, [Mg+2], [Na+], [Na+], O=S(=O)([O-])[O-], O=S(=O)([O-])[O-]. The product is CN=Cc1ccc(Cl)nc1. Reaction SMILES: [CH3:17][NH2:18].[CH3:25][c:26]1[cH:27][cH:28][cH:29][cH:30][cH:31]1.[Cl:1][c:2]1[cH:3][cH:4][c:5]([CH:8]=[O:9])[cH:6][n:7]1.[Mg+2:19].[Na+:10].[Na+:11].[O-:12][S:13]([O-:14])(=[O:15])=[O:16].[O-:20][S:21]([O-:22])(=[O:23])=[O:24]>>[Cl:1][c:2]1[cH:3][cH:4][c:5]([CH:8]=[N:18][CH3:17])[cH:6][n:7]1. Starting materials: CC(C)(C)[O-].[Na+] (NaOtBu), BrC1=CC=CC=C1 (Bromobenzene), C(CC)(=O)C1=CC=CC=C1 (propiophenone). The reagents and catalysts are CC(=O)[O-].CC(=O)[O-].[Pd+2] (Pd(OAc)2), C(C)(C)(C)P(C(C)(C)C)C(C)(C)C (tri-t-butylphosphine). Run in C1CCOC1 (THF), CCOCC (ether). Conditions: temperature 60 celsius, time 24 hour. The product is C1(=CC=CC=C1)C(C(C)C1=CC=CC=C1)=O (1,2-Diphenyl-1-propanone). Yield: 97.5%. As a reaction SMILES: CC([O-])(C)C.[Na+].Br[C:8]1[CH:13]=[CH:12][CH:11]=[CH:10][CH:9]=1.[C:14]([C:18]1[CH:23]=[CH:22][CH:21]=[CH:20][CH:19]=1)(=[O:17])[CH2:15][CH3:16]>C1COCC1.CCOCC.CC([O-])=O.CC([O-])=O.[Pd+2].C(P(C(C)(C)C)C(C)(C)C)(C)(C)C>[C:18]1([C:14](=[O:17])[CH:15]([C:8]2[CH:13]=[CH:12][CH:11]=[CH:10][CH:9]=2)[CH3:16])[CH:23]=[CH:22][CH:21]=[CH:20][CH:19]=1 |f:0.1,6.7.8|. Procedure: Reaction using 0.005 mol % catalyst: Pd(OAc)2 (0.5 mg, 0.0023 mmol), tri-t-butylphosphine (0.4 mg, 0.0020 mmol) and NaOtBu (5.80 g, 60.3 mmol) were suspended in 5 mL of THF in a screw-capped test tube. Bromobenzene (6.28 g, 40.0 mmol) and propiophenone (5.90 g, 44.0 mmol) were added to the reaction mixture in the drybox. The reaction tube was sealed with a cap and the mixture was stirred for 24 h at 60° C. The reaction was diluted with ether and washed with water and brine. The organic layer was... Reactants: CCN=C=NCCCN(C)C, CN1CCOCC1, O=C(O)C(Oc1ccc(F)cc1F)c1ccc(S(=O)(=O)N2CCCCC2)cc1, CN(C)C=O, On1nnc2ccccc21, Nc1nc2cccnc2s1. The product is O=C(Nc1nc2cccnc2s1)C(Oc1ccc(F)cc1F)c1ccc(S(=O)(=O)N2CCCCC2)cc1. RXN SMILES: [CH3:49][CH2:50][N:51]=[C:52]=[N:53][CH2:54][CH2:55][CH2:56][N:57]([CH3:58])[CH3:59].[CH3:60][N:61]1[CH2:62][CH2:63][O:64][CH2:65][CH2:66]1.[F:1][c:2]1[c:3]([O:4][CH:5]([C:6](=[O:7])[OH:8])[c:9]2[cH:10][cH:11][c:12]([S:15](=[O:16])(=[O:17])[N:18]3[CH2:19][CH2:20][CH2:21][CH2:22][CH2:23]3)[cH:13][cH:14]2)[cH:24][cH:25][c:26]([F:28])[cH:27]1.[O:67]=[CH:68][N:69]([CH3:70])[CH3:71].[OH:39][n:40]1[c:41]2[c:42]([cH:43][cH:44][cH:45][cH:46]2)[n:47][n:48]1.[n:29]1[c:30]([NH2:38])[s:31][c:32]2[n:33][cH:34][cH:35][cH:36][c:37]12>>[F:1][c:2]1[c:3]([O:4][CH:5]([C:6](=[O:7])[NH:38][c:30]2[n:29][c:37]3[c:32]([s:31]2)[n:33][cH:34][cH:35][cH:36]3)[c:9]2[cH:10][cH:11][c:12]([S:15](=[O:16])(=[O:17])[N:18]3[CH2:19][CH2:20][CH2:21][CH2:22][CH2:23]3)[cH:13][cH:14]2)[cH:24][cH:25][c:26]([F:28])[cH:27]1. The reactants are O1C(CCCC1)ON (O-(tetrahydro-pyran-2-yl)-hydroxylamine), C1=C(C=CC2=CC=CC=C12)S(=O)(=O)N1CC2C(C2C1)NC1=NC=C(C=N1)C(=O)O (2-{[3-(2-naphthylsulfonyl)-3-azabicyclo[3.1.0]hex-6-yl]amino}pyrimidine-5-carboxylic acid), CCN=C=NCCCN(C)C.Cl (EDCl), C=1C=CC2=C(C1)N=NN2O (HOBt), CCN=C=NCCCN(C)C.Cl (EDCl), C=1C=CC2=C(C1)N=NN2O (HOBt), O1C(CCCC1)ON (O-(tetrahydro-pyran-2-yl)-hydroxylamine). The solvent is CCN(CC)CC (Et3N), C(Cl)Cl (DCM), C1CCOC1 (THF), CCN(CC)CC (Et3N). Conditions: time 3 day. Product: O1C(CCCC1)ONC(=O)C=1C=NC(=NC1)NC1C2CN(CC12)S(=O)(=O)C1=CC2=CC=CC=C2C=C1 (N-(Tetrahydro-2H-pyran-2-yloxy) 2-{[3-(2-napthylsulphonyl)-3-azabicyclo[3.1.0]hex-6-yl]amino}pyrimidine-5-carboxamide). The yield is 83.0%. Reaction SMILES: [CH:1]1[C:10]2[C:5](=[CH:6][CH:7]=[CH:8][CH:9]=2)[CH:4]=[CH:3][C:2]=1[S:11]([N:14]1[CH2:19][CH:18]2[CH:16]([CH:17]2[NH:20][C:21]2[N:26]=[CH:25][C:24]([C:27](O)=[O:28])=[CH:23][N:22]=2)[CH2:15]1)(=[O:13])=[O:12].CCN=C=NCCCN(C)C.Cl.C1C=CC2N(O)N=NC=2C=1.[O:52]1[CH2:57][CH2:56][CH2:55][CH2:54][CH:53]1[O:58][NH2:59]>C(Cl)Cl.C1COCC1.CCN(CC)CC>[O:52]1[CH2:57][CH2:56][CH2:55][CH2:54][CH:53]1[O:58][NH:59][C:27]([C:24]1[CH:23]=[N:22][C:21]([NH:20][CH:17]2[CH:16]3[CH:18]2[CH2:19][N:14]([S:11]([C:2]2[CH:3]=[CH:4][C:5]4[C:10](=[CH:9][CH:8]=[CH:7][CH:6]=4)[CH:1]=2)(=[O:12])=[O:13])[CH2:15]3)=[N:26][CH:25]=1)=[O:28] |f:1.2|. Procedure: To a solution of 2-{[3-(2-naphthylsulfonyl)-3-azabicyclo[3.1.0]hex-6-yl]amino}pyrimidine-5-carboxylic acid (105 mg, 0.26 mmol) in DCM (5 ml) and THF (5 ml) was added EDCl (59 mg, 0.3 mmol). Et3N (0.08 ml, 0.8 mmol) was added followed by HOBt (42 mg, 0.3 mmol) and O-(tetrahydro-pyran-2-yl)-hydroxylamine (36 mg, 0.3 mmol). The suspension was stirred at r.t. for 3 days. Further EDCl (14 mg), Et3N (0.02 ml), HOBt (11 mg), and O-(tetrahydro-pyran-2-yl)-hydroxylamine (9 mg) were added and stirring at ... The reactants are CC(C)(C)OC(=O)N1CCN(c2ncc[nH]c2=O)CC1, C1CCOC1, CC(C)(C)[O-], CS(=O)(=O)OCCCc1cc(F)c(F)cc1F, CCOC(C)=O, [K+], O. Product: CC(C)(C)OC(=O)N1CCN(c2nccn(CCCc3cc(F)c(F)cc3F)c2=O)CC1. Reaction SMILES: [C:1]([CH3:2])([CH3:3])([CH3:4])[O:5][C:6](=[O:7])[N:8]1[CH2:9][CH2:10][N:11]([c:14]2[c:15](=[O:20])[nH:16][cH:17][cH:18][n:19]2)[CH2:12][CH2:13]1.[CH2:45]1[O:46][CH2:47][CH2:48][CH2:49]1.[CH3:21][C:22]([CH3:23])([O-:24])[CH3:25].[CH3:27][S:28]([O:29][CH2:32][CH2:33][CH2:34][c:35]1[c:36]([F:43])[cH:37][c:38]([F:42])[c:39]([F:41])[cH:40]1)(=[O:30])=[O:31].[CH3:50][CH2:51][O:52][C:53]([CH3:54])=[O:55].[K+:26].[OH2:44]>>[C:1]([CH3:2])([CH3:3])([CH3:4])[O:5][C:6](=[O:7])[N:8]1[CH2:9][CH2:10][N:11]([c:14]2[c:15](=[O:20])[n:16]([CH2:32][CH2:33][CH2:34][c:35]3[c:36]([F:43])[cH:37][c:38]([F:42])[c:39]([F:41])[cH:40]3)[cH:17][cH:18][n:19]2)[CH2:12][CH2:13]1.